describe an organic reaction: reactants, conditions, products, and yield From a dataset of the Open Reaction Database (ORD), a public repository of structured organic reaction records. Starting materials: ClCCl, CC(C)(C)O, O=C(CCc1ccccc1)Nc1cc(F)ccc1C(O)C(F)(F)F, [Na+], [Na+], [Na+], O=C([O-])O, O=S([O-])([O-])=S. Yields the product O=C(CCc1ccccc1)Nc1cc(F)ccc1C(=O)C(F)(F)F. Reaction SMILES: [CH2:25]([Cl:26])[Cl:27].[CH3:40][C:41]([OH:42])([CH3:43])[CH3:44].[F:1][c:2]1[cH:3][cH:4][c:5]([CH:19]([C:20]([F:21])([F:22])[F:23])[OH:24])[c:6]([NH:8][C:9]([CH2:10][CH2:11][c:12]2[cH:13][cH:14][cH:15][cH:16][cH:17]2)=[O:18])[cH:7]1.[Na+:32].[Na+:38].[Na+:39].[O-:28][C:29]([OH:30])=[O:31].[S:33]([O-:34])([O-:35])(=[O:36])=[S:37]>>[F:1][c:2]1[cH:3][cH:4][c:5]([C:19]([C:20]([F:21])([F:22])[F:23])=[O:24])[c:6]([NH:8][C:9]([CH2:10][CH2:11][c:12]2[cH:13][cH:14][cH:15][cH:16][cH:17]2)=[O:18])[cH:7]1. Starting materials: CC12CCC(=O)NC1=CCC1C2CCC2(C)C(C(=O)O)CCC12, Cc1ccc(CC(N)c2ccccc2)cc1. Yields the product Cc1ccc(CC(NC(=O)C2CCC3C4CC=C5NC(=O)CCC5(C)C4CCC23C)c2ccccc2)cc1. Reaction SMILES: [O:1]=[C:2]1[NH:3][C:4]2=[CH:5][CH2:6][CH:7]3[CH:8]4[CH2:9][CH2:10][CH:11]([C:21](=[O:22])[OH:23])[C:12]4([CH3:13])[CH2:14][CH2:15][CH:16]3[C:17]2([CH3:20])[CH2:18][CH2:19]1.[c:24]1([CH:30]([CH2:31][c:32]2[cH:33][cH:34][c:35]([CH3:38])[cH:36][cH:37]2)[NH2:39])[cH:25][cH:26][cH:27][cH:28][cH:29]1>>[O:1]=[C:2]1[NH:3][C:4]2=[CH:5][CH2:6][CH:7]3[CH:8]4[CH2:9][CH2:10][CH:11]([C:21](=[O:23])[NH:39][CH:30]([c:24]5[cH:25][cH:26][cH:27][cH:28][cH:29]5)[CH2:31][c:32]5[cH:33][cH:34][c:35]([CH3:38])[cH:36][cH:37]5)[C:12]4([CH3:13])[CH2:14][CH2:15][CH:16]3[C:17]2([CH3:20])[CH2:18][CH2:19]1. The product is FC1=CC=C2N=C(C=3N(C2=C1)C(=NC3C)C3=C(C=CC=C3)C)C (8-Fluoro-3,4-dimethyl-1-(2-methylphenyl)imidazo[1,5-a]quinoxaline). Yield: 85.1%. The reagents and catalysts are C=1C=CC(=CC1)[P](C=2C=CC=CC2)(C=3C=CC=CC3)[Pd]([P](C=4C=CC=CC4)(C=5C=CC=CC5)C=6C=CC=CC6)([P](C=7C=CC=CC7)(C=8C=CC=CC8)C=9C=CC=CC9)[P](C=1C=CC=CC1)(C=1C=CC=CC1)C=1C=CC=CC1 (Pd(PPh3)4). Procedure: Following the general Suzuki coupling procedure, reaction of bromide 5A (75 mg, 0.25 mmol), 2-methylphenylboronic acid (42 mg, 0.30 mmol), K2CO3 (105 mg, 0.75 mmol) and Pd(PPh3)4 (5.8 mg, 0.005 mmol) provided the coupling product as a white powder (65 mg, 86% yield). EIMS 306.1 [M+H]+. The reactants are BrC1=NC(=C2N1C1=CC(=CC=C1N=C2C)F)C (1-Bromo-8-fluoro-3,4-dimethylimidazo[1,5-a]quinoxaline), CC1=C(C=CC=C1)B(O)O (2-methylphenylboronic acid), C(=O)([O-])[O-].[K+].[K+] (K2CO3). RXN SMILES: Br[C:2]1[N:6]2[C:7]3[C:12]([N:13]=[C:14]([CH3:15])[C:5]2=[C:4]([CH3:17])[N:3]=1)=[CH:11][CH:10]=[C:9]([F:16])[CH:8]=3.[CH3:18][C:19]1[CH:24]=[CH:23][CH:22]=[CH:21][C:20]=1B(O)O.C([O-])([O-])=O.[K+].[K+]>C1C=CC([P]([Pd]([P](C2C=CC=CC=2)(C2C=CC=CC=2)C2C=CC=CC=2)([P](C2C=CC=CC=2)(C2C=CC=CC=2)C2C=CC=CC=2)[P](C2C=CC=CC=2)(C2C=CC=CC=2)C2C=CC=CC=2)(C2C=CC=CC=2)C2C=CC=CC=2)=CC=1>[F:16][C:9]1[CH:8]=[C:7]2[C:12]([N:13]=[C:14]([CH3:15])[C:5]3[N:6]2[C:2]([C:20]2[CH:21]=[CH:22][CH:23]=[CH:24][C:19]=2[CH3:18])=[N:3][C:4]=3[CH3:17])=[CH:11][CH:10]=1 |f:2.3.4,^1:37,39,58,77|. Starting materials: C1=CC=CC1 (cyclopentadiene), C12CCC(CC1)C2 (bicyclo[2.2.1]heptane), CC=CC (2-butene). Yields the product C=C1C2CCC(C1C)C2 (2-methylene-3-methylbicyclo[2.2.1]heptane), CC=1C2CCC(C1C)C2 (2,3-dimethylbicyclo[2.2.1]hept-2-ene). Reaction SMILES: [CH:1]12[CH2:7]C(C[CH2:6]1)[CH2:3][CH2:2]2.[CH3:8][CH:9]=[CH:10][CH3:11].[CH:12]1[CH2:16]C=[CH:14][CH:13]=1>>[CH2:8]=[C:9]1[CH:2]([CH3:3])[CH:1]2[CH2:7][CH:10]1[CH2:11][CH2:6]2.[CH3:8][C:9]1[CH:12]2[CH2:16][CH:11]([C:10]=1[CH3:1])[CH2:14][CH2:13]2. Procedure: The method of the invention to give the bicyclo[2.2.1]heptane derivatives in one step comprises reacting 2-butene with cyclopentadiene in the presence of an isomerization catalyst for simultaneous isomerization to give 2-methylene-3-methylbicyclo[2.2.1]heptane and/or 2,3-dimethylbicyclo[2.2.1]hept-2-ene. Reactants: ClC=1C=CC(=C(C1)N=C=S)C (5-Chloro-2-methylphenyl isothiocyanate), C(C)N (ethylamine). Conditions: time 18 hour. Product: ClC=1C=CC(=C(C1)NC(=S)NCC)C (N-(5-chloro-2-methylphenyl)-N ′-ethylthiourea). RXN SMILES: [Cl:1][C:2]1[CH:3]=[CH:4][C:5]([CH3:11])=[C:6]([N:8]=[C:9]=[S:10])[CH:7]=1.[CH2:12]([NH2:14])[CH3:13]>>[Cl:1][C:2]1[CH:3]=[CH:4][C:5]([CH3:11])=[C:6]([NH:8][C:9]([NH:14][CH2:12][CH3:13])=[S:10])[CH:7]=1. Procedure details: 5-Chloro-2-methylphenyl isothiocyanate (18.3 g; 0.1 mol) was added dropwise to aqueous ethylamine (200 mL of 70% solution). The mixture was stirred for 18 hour at ambient temperature. Excess ethylamine was removed under a stream of nitrogen. The residue was diluted with water. The solids were collected by filtration, washed with water and dried to give N-(5-chloro-2-methylphenyl)-N ′-ethylthiourea (18.9 g). A sample crystallized from ethyl acetate afforded a solid, m.p. 120–122° C. Mass spectrum... Starting materials: CCCCCCCCCCCC(=O)O, CC(C)=O, NC(CCC(=O)O)C(=O)O, O, O=S(=O)(O)O. The product is CCCCCCCCCCCC(=O)NC(CCC(=O)O)C(=O)O. RXN SMILES: [C:16]([CH2:17][CH2:18][CH2:19][CH2:20][CH2:21][CH2:22][CH2:23][CH2:24][CH2:25][CH2:26][CH3:27])(=[O:28])[OH:29].[CH3:31][C:32](=[O:33])[CH3:34].[NH2:1][CH:2]([CH2:3][CH2:4][C:5](=[O:6])[OH:7])[C:8](=[O:9])[OH:10].[OH2:30].[S:11](=[O:12])(=[O:13])([OH:14])[OH:15]>>[NH:1]([CH:2]([CH2:3][CH2:4][C:5](=[O:6])[OH:7])[C:8](=[O:9])[OH:10])[C:16]([CH2:17][CH2:18][CH2:19][CH2:20][CH2:21][CH2:22][CH2:23][CH2:24][CH2:25][CH2:26][CH3:27])=[O:28]. Reactants: solution, [Li]C(C)(C)C (t-BuLi), CCCCC (pentane), C1(=CC=CC=C1)S(=O)(=O)N1C=CC=2C1=NC=C(C2)C2=CC(=CC=C2)F (1-Benzenesulfonyl-5-(3-fluoro-phenyl)-1H-pyrrolo[2,3-b]pyridine), C(C)I (EtI). Run in C1CCOC1 (THF). Conditions: time 15 minute. Product: C1(=CC=CC=C1)S(=O)(=O)N1C(=CC=2C1=NC=C(C2)C2=CC(=CC=C2)F)CC (1-Benzenesulfonyl-2-ethyl-5-(3-fluoro-phenyl)-1H-pyrrolo[2,3-b]pyridine). Yield: 36.0%. As a reaction SMILES: [Li][C:2](C)(C)[CH3:3].CCCCC.[C:11]1([S:17]([N:20]2[C:24]3=[N:25][CH:26]=[C:27]([C:29]4[CH:34]=[CH:33][CH:32]=[C:31]([F:35])[CH:30]=4)[CH:28]=[C:23]3[CH:22]=[CH:21]2)(=[O:19])=[O:18])[CH:16]=[CH:15][CH:14]=[CH:13][CH:12]=1.C(I)C>C1COCC1>[C:11]1([S:17]([N:20]2[C:24]3=[N:25][CH:26]=[C:27]([C:29]4[CH:34]=[CH:33][CH:32]=[C:31]([F:35])[CH:30]=4)[CH:28]=[C:23]3[CH:22]=[C:21]2[CH2:2][CH3:3])(=[O:19])=[O:18])[CH:16]=[CH:15][CH:14]=[CH:13][CH:12]=1. Procedure details: 1.7 M solution of t-BuLi in pentane (0.71 mL, 1.20 mmol) was added dropwise to a stirred and cooled (−78° C.) solution of 12 (352.0 mg, 1.00 mmol) in THF (2.0 mL). The mixture turned red-brown. After the addition, the mixture was stirred for 30 min at −78° C. Neat EtI (150 μL, 1.88 mol) was added in one portion, and the mixture was allowed to reach 0° C. over a period of 1 h 15 min. The reaction was quenched by the addition of saturated aqueous NaHCO3 solution. The mixture was then extracted wit... Starting materials: FC1=CC=C(C=C1)C(CCC1CCN(CC1)C(=O)OC(C)(C)C)=O (4-(3-(4-Fluorophenyl)-3-oxo-propyl)-1-tert-butoxycarbonyl-piperidine), [Li+].[I-] (LiI), [C-]#N.[K+] (KCN), C(=O)([O-])[O-].[K+].[K+] (K2CO3), C(=O)(OC(C)(C)C)OC(=O)OC(C)(C)C (di-tert-butyl dicarbonate). Run in CS(=O)C (DMSO), CCOC(=O)C (EtOAc). Run at temperature 135 celsius. The product is C(#N)C1=CC=C(C=C1)C(CCC1CCN(CC1)C(=O)OC(C)(C)C)=O (4-(3-(4-Cyanophenyl)-3-oxo-propyl)-1-tert-butoxycarbonyl-piperidine). Yield: 12.0%. RXN SMILES: F[C:2]1[CH:7]=[CH:6][C:5]([C:8](=[O:24])[CH2:9][CH2:10][CH:11]2[CH2:16][CH2:15][N:14]([C:17]([O:19][C:20]([CH3:23])([CH3:22])[CH3:21])=[O:18])[CH2:13][CH2:12]2)=[CH:4][CH:3]=1.[Li+].[I-].[C-:27]#[N:28].[K+].C([O-])([O-])=O.[K+].[K+].C(OC(OC(C)(C)C)=O)(OC(C)(C)C)=O>CS(C)=O.CCOC(C)=O>[C:27]([C:2]1[CH:7]=[CH:6][C:5]([C:8](=[O:24])[CH2:9][CH2:10][CH:11]2[CH2:16][CH2:15][N:14]([C:17]([O:19][C:20]([CH3:23])([CH3:22])[CH3:21])=[O:18])[CH2:13][CH2:12]2)=[CH:4][CH:3]=1)#[N:28] |f:1.2,3.4,5.6.7|. Procedure details: A round bottom flask was charged with 4-(3-(4-fluoro-phenyl)-3-oxopropyl)-1-tert-butoxycarbonyl-piperidine (614 mg, 1.83 mmol, from Step C), LiI, (294 mg, 2.2 mmol), KCN (358 mg, 5.5 mmol), and K2CO3 (3 grams, 22 mmol) in 30 mL DMSO. The mixture was heated to 135° C. for 72 h. The solution was cooled to room temperature and di-tert-butyl dicarbonate (500 mg, 2.3 mmol) was added. After 1 h the mixture was diluted with 100 mL EtOAc and the organic phase washed with water (50 mL) and sat'd NaCl (2×...